This data is from the Open Reaction Database (ORD), a public repository of structured organic reaction records. The task is: describe an organic reaction: reactants, conditions, products, and yield Reactants: C[Si](C)(C)C#N, CC(=O)O, [Na+], [OH-], CC(C)(O)c1ccc2c(c1)CCC(NC(=O)c1ccc(OCC3CCCO3)cc1)C2, O=S(=O)(O)O. The product is CC(C)(N)c1ccc2c(c1)CCC(NC(=O)c1ccc(OCC3CCCO3)cc1)C2. Reaction SMILES: [CH3:31][Si:32]([C:33]#[N:36])([CH3:34])[CH3:35].[CH3:44][C:45](=[O:46])[OH:47].[Na+:43].[OH-:42].[OH:1][C:2]([CH3:3])([CH3:4])[c:5]1[cH:6][c:7]2[c:12]([cH:13][cH:14]1)[CH2:11][CH:10]([NH:15][C:16]([c:17]1[cH:18][cH:19][c:20]([O:23][CH2:24][CH:25]3[O:26][CH2:27][CH2:28][CH2:29]3)[cH:21][cH:22]1)=[O:30])[CH2:9][CH2:8]2.[S:37](=[O:38])(=[O:39])([OH:40])[OH:41]>>[C:2]([CH3:3])([CH3:4])([c:5]1[cH:6][c:7]2[c:12]([cH:13][cH:14]1)[CH2:11][CH:10]([NH:15][C:16]([c:17]1[cH:18][cH:19][c:20]([O:23][CH2:24][CH:25]3[O:26][CH2:27][CH2:28][CH2:29]3)[cH:21][cH:22]1)=[O:30])[CH2:9][CH2:8]2)[NH2:36]. Reactants: P(=O)([O-])([O-])[O-].[K+].[K+].[K+] (potassium phosphate), FC1=C(C=C(C=C1)B1OC(C(O1)(C)C)(C)C)[C@]1(N=C(O[C@@H](C1)C(F)(F)F)N)CF ((4S,6S)-4-(2-fluoro-5-(4,4,5,5-tetramethyl-1,3,2-dioxaborolan-2-yl)phenyl)-4-(fluoromethyl)-6-(trifluoromethyl)-5,6-dihydro-4H-1,3-oxazin-2-amine), BrC=1C=CC(=NC1)C#C[Si](C)(C)C (5-bromo-2-((trimethylsilyl)ethynyl)pyridine), CCCCCC (hexane). Reagents/catalysts: C(C)(C)(C)C=1C(=C(C=CC1NC)[Pd]Cl)C(C)(C)C ((di-t-butyl-p-methylaminophenyl]palladium(II) chloride). Solvent: O1CCOCC1.O (dioxane water), O (water). Reaction conditions: time 15 minute. Product: FC1=C(C=C(C=C1)C=1C=NC(=CC1)C#C[Si](C)(C)C)[C@]1(N=C(O[C@@H](C1)C(F)(F)F)N)CF ((4S,6S)-4-(2-fluoro-5-(6-((trimethylsilyl)ethynyl)pyridin-3-yl)phenyl)-4-(fluoromethyl)-6-(trifluoromethyl)-5,6-dihydro-4H-1,3-oxazin-2-amine). Isolated yield 44.3%. RXN SMILES: P([O-])([O-])([O-])=O.[K+].[K+].[K+].[F:9][C:10]1[CH:15]=[CH:14][C:13](B2OC(C)(C)C(C)(C)O2)=[CH:12][C:11]=1[C@:25]1([CH2:36][F:37])[CH2:30][C@@H:29]([C:31]([F:34])([F:33])[F:32])[O:28][C:27]([NH2:35])=[N:26]1.Br[C:39]1[CH:40]=[CH:41][C:42]([C:45]#[C:46][Si:47]([CH3:50])([CH3:49])[CH3:48])=[N:43][CH:44]=1.CCCCCC>O1CCOCC1.O.O.C(C1C(C(C)(C)C)=C([Pd]Cl)C=CC=1NC)(C)(C)C>[F:9][C:10]1[CH:15]=[CH:14][C:13]([C:39]2[CH:44]=[N:43][C:42]([C:45]#[C:46][Si:47]([CH3:48])([CH3:50])[CH3:49])=[CH:41][CH:40]=2)=[CH:12][C:11]=1[C@:25]1([CH2:36][F:37])[CH2:30][C@@H:29]([C:31]([F:33])([F:32])[F:34])[O:28][C:27]([NH2:35])=[N:26]1 |f:0.1.2.3,7.8|. Procedure details: A mixture of potassium phosphate (0.676 g, 3.19 mmol), (4S,6S)-4-(2-fluoro-5-(4,4,5,5-tetramethyl-1,3,2-dioxaborolan-2-yl)phenyl)-4-(fluoromethyl)-6-(trifluoromethyl)-5,6-dihydro-4H-1,3-oxazin-2-amine (8b, 1.428 g, 3.40 mmol), 5-bromo-2-((trimethylsilyl)ethynyl)pyridine (0.270 g, 1.062 mmol) and 1,1-bis[(di-t-butyl-p-methylaminophenyl]palladium(II) chloride (0.038 g, 0.053 mmol) in dioxane/water (5.0/1.2 mL) was heated in microwave reactor at 110° C. for 35 min. The reaction mixture was diluted ... The reactants are C(C)(=O)N(C=1NC(C=2NC=NC2N1)=O)C(C)=O (diacetyl guanine), C(C)(=O)OCOCCOC(C)=O (2-oxa-1,4-butanediol diacetate), acyclovir(Ia), N (ammonia). Solvent: CS(=O)C (DMSO). Product: C1=NC2=C(N1COCCO)N=C(N=C2O)N (acyclovir). As a reaction SMILES: C([N:4](C(=O)C)[C:5]1[NH:6][C:7](=[O:14])[C:8]2[NH:9][CH:10]=[N:11][C:12]=2[N:13]=1)(=O)C.C(O[CH2:22][O:23][CH2:24][CH2:25][O:26]C(=O)C)(=O)C.N>CS(C)=O>[CH:10]1[N:11]([CH2:22][O:23][CH2:24][CH2:25][OH:26])[C:12]2[N:13]=[C:5]([NH2:4])[N:6]=[C:7]([OH:14])[C:8]=2[N:9]=1. Procedure: Matsumoto in Chem Pharm Bull, 36(3), 1153-1157 and JP 63-107982 teaches a process for the synthesis of acyclovir(Ia) by condensation of diacetyl guanine (DAG Va) with 2-oxa-1,4-butanediol diacetate (OBDDA, VIIa) in DMSO in presence of an acid catalyst to get a mixture of N-9/N-7 isomer (66:26). The former is isolated by column chromatography and deacetylated with methanolic ammonia to give acyclovir. Overall yield of acyclovir from guanine is 42% Starting materials: C(CC)C1=NC2=C(N1)C=C(C=C2C)N2C(C=1C(C2=O)=CC=CC1)=O (2-n-propyl-4-methyl-6-phthalimido-1H-benzimidazole), BrCC1=CC=C(C=C1)C1=C(C=CC=C1)C#N (4'-bromomethyl-2-cyano-biphenyl). Yields the product C(CC)C1=NC2=C(N1CC1=CC=C(C=C1)C1=C(C=CC=C1)C#N)C=C(C=C2C)N2C(C=1C(C2=O)=CC=CC1)=O (4'-[(2-n-Propyl-4-methyl-6-phthalimido-1H-benzimidazol-1-yl)-methyl]-2-cyano-biphenyl). Reaction SMILES: [CH2:1]([C:4]1[NH:8][C:7]2[CH:9]=[C:10]([N:14]3[C:18](=[O:19])[C:17]4=[CH:20][CH:21]=[CH:22][CH:23]=[C:16]4[C:15]3=[O:24])[CH:11]=[C:12]([CH3:13])[C:6]=2[N:5]=1)[CH2:2][CH3:3].Br[CH2:26][C:27]1[CH:32]=[CH:31][C:30]([C:33]2[CH:38]=[CH:37][CH:36]=[CH:35][C:34]=2[C:39]#[N:40])=[CH:29][CH:28]=1>>[CH2:1]([C:4]1[N:8]([CH2:26][C:27]2[CH:28]=[CH:29][C:30]([C:33]3[CH:38]=[CH:37][CH:36]=[CH:35][C:34]=3[C:39]#[N:40])=[CH:31][CH:32]=2)[C:7]2[CH:9]=[C:10]([N:14]3[C:15](=[O:24])[C:16]4=[CH:23][CH:22]=[CH:21][CH:20]=[C:17]4[C:18]3=[O:19])[CH:11]=[C:12]([CH3:13])[C:6]=2[N:5]=1)[CH2:2][CH3:3]. Reported procedure: Prepared analogously to Example la from 2-n-propyl-4-methyl-6-phthalimido-1H-benzimidazole and 4'-bromomethyl-2-cyano-biphenyl. Reactants: C1(=CC=CC=C1)C1=COC2=C1C=C(C=C2)CC(=O)OCC (ethyl 3-phenylbenzofuran-5-acetate), CCC1=C(C=CC(=C1)O)OC(=O)C (ethyl 4-hydroxyphenyl acetate), BrCC(=O)C1=CC=CC=C1 (α-bromoacetophenone), [H-].[Al+3].[Li+].[H-].[H-].[H-] (lithium aluminum hydride). Solvent: CCOCC (ether), C(C)OCC (diethyl ether). Yields the product OCCC=1C=CC2=C(C(=CO2)C2=CC=CC=C2)C1 (5-(2-hydroxyethyl)-3-phenylbenzofuran). As a reaction SMILES: [H-].[Al+3].[Li+].[H-].[H-].[H-].[C:7]1([C:13]2[C:17]3[CH:18]=[C:19]([CH2:22][C:23](OCC)=[O:24])[CH:20]=[CH:21][C:16]=3[O:15][CH:14]=2)[CH:12]=[CH:11][CH:10]=[CH:9][CH:8]=1.CCC1C=C(O)C=CC=1OC(C)=O.BrCC(C1C=CC=CC=1)=O>CCOCC>[OH:24][CH2:23][CH2:22][C:19]1[CH:20]=[CH:21][C:16]2[O:15][CH:14]=[C:13]([C:7]3[CH:8]=[CH:9][CH:10]=[CH:11][CH:12]=3)[C:17]=2[CH:18]=1 |f:0.1.2.3.4.5|. Procedure: To a mixture of 200 ml. of diethyl ether and 3.8 g. (0.1 mole) of lithium aluminum hydride under nitrogen is added dropwise a solution of 16 g. (0.057 mole) of ethyl 3-phenylbenzofuran-5-acetate (prepared from ethyl 4-hydroxyphenyl acetate and α-bromoacetophenone by the method described in Belgian Pat. No. 846,502) in 70 ml. of ether at a rate sufficient to maintain reflux for a total of one hour. The reaction is terminated by cautiously adding water (a total of 100 ml.). A 65 ml. portion of 10 ... The reactants are O (Water), C1(=CC=CC=C1)CC(=O)NC1C(N(C1SS(=O)(=O)C1=CC=CC=C1)C(C(=O)OCC1=CC=C(C=C1)[N+](=O)[O-])C(=C)C)=O (p-nitrobenzyl 2-(3-phenylacetamido-4-benzenesulfonylthio-2-azetidinone-1-yl)-3-methyl-3-butenate), 6.l, solution, O(Cl)Cl (Cl2O). Solvent: C(C)(=O)OCCOCC (ethoxyethyl acetate), C(Cl)(Cl)(Cl)Cl (carbon tetrachloride). Product: C1(=CC=CC=C1)CC(=O)NC1C(N(C1SS(=O)(=O)C1=CC=CC=C1)C(C(=O)OCC1=CC=C(C=C1)[N+](=O)[O-])C(=C)CCl)=O (p-nitrobenzyl 2-(3-phenylacetamido-4-benzenesulfonylthio-2-azetidinone-1-yl)-3-chloromethyl-3-butenate). Yield: 90.0%. Reaction SMILES: [C:1]1([CH2:7][C:8]([NH:10][CH:11]2[CH:14]([S:15][S:16]([C:19]3[CH:24]=[CH:23][CH:22]=[CH:21][CH:20]=3)(=[O:18])=[O:17])[N:13]([CH:25]([C:39]([CH3:41])=[CH2:40])[C:26]([O:28][CH2:29][C:30]3[CH:35]=[CH:34][C:33]([N+:36]([O-:38])=[O:37])=[CH:32][CH:31]=3)=[O:27])[C:12]2=[O:42])=[O:9])[CH:6]=[CH:5][CH:4]=[CH:3][CH:2]=1.O(Cl)[Cl:44].O>C(OCCOCC)(=O)C.C(Cl)(Cl)(Cl)Cl>[C:1]1([CH2:7][C:8]([NH:10][CH:11]2[CH:14]([S:15][S:16]([C:19]3[CH:20]=[CH:21][CH:22]=[CH:23][CH:24]=3)(=[O:18])=[O:17])[N:13]([CH:25]([C:39]([CH2:41][Cl:44])=[CH2:40])[C:26]([O:28][CH2:29][C:30]3[CH:31]=[CH:32][C:33]([N+:36]([O-:38])=[O:37])=[CH:34][CH:35]=3)=[O:27])[C:12]2=[O:42])=[O:9])[CH:6]=[CH:5][CH:4]=[CH:3][CH:2]=1. Reported procedure: A 1.0 g quantity of p-nitrobenzyl 2-(3-phenylacetamido-4-benzenesulfonylthio-2-azetidinone-1-yl)-3-methyl-3-butenate was dissolved in 25 ml of ethoxyethyl acetate. The solution was cooled in an ice bath with stirring. To the mixture was added dropwise over 20 minutes 6.l ml of a 0.285M solution of Cl2O in carbon tetrachloride. Water was added to the reaction mixture and the mixture was extracted with ethyl acetate and dried over anhydrous magnesium sulfate. The solvent was distilled off at reduc... Reactants: BrC1=CC=C2CC3(C(C2=C1)(C(=C)OCC)NS(=O)C(C)(C)C)CCC(CC3)OC (N-(6′-bromo-1′-(1-ethoxyvinyl)-4-methoxy-1′,3′-dihydrospiro[cyclohexane-1,2′-indene]-1′-yl)-2-methylpropane-2-sulfinamide), compound 5A, C(=O)([O-])[O-].[Cs+].[Cs+] (Cs2CO3). Reagents/catalysts: Cl[Pd]([P](C1=CC=CC=C1)(C2=CC=CC=C2)C3=CC=CC=C3)([P](C4=CC=CC=C4)(C5=CC=CC=C5)C6=CC=CC=C6)Cl (Pd(PPh3)2Cl2). Solvent: O1CCOCC1 (1,4-dioxane). Reaction conditions: temperature 120 celsius, time 15 minute. Yields the product BrC1=CC=C2CC3(C(C2=C1)(C(=O)OCC)NS(=O)C(C)(C)C)CCC(CC3)OC (ethyl 6′-bromo-1′-(1,1-dimethylethylsulfinamido)-4-methoxy-1′,3′-dihydrospiro[cyclohexane-1,2′-indene]-1′-carboxylate). Yield: 30.0%. Reaction SMILES: [Br:1][C:2]1[CH:10]=[C:9]2[C:5]([CH2:6][C:7]3([CH2:27][CH2:26][CH:25]([O:28][CH3:29])[CH2:24][CH2:23]3)[C:8]2([NH:16][S:17]([C:19]([CH3:22])([CH3:21])[CH3:20])=[O:18])[C:11]([O:13][CH2:14][CH3:15])=C)=[CH:4][CH:3]=1.C([O-])([O-])=[O:31].[Cs+].[Cs+]>O1CCOCC1.Cl[Pd](Cl)([P](C1C=CC=CC=1)(C1C=CC=CC=1)C1C=CC=CC=1)[P](C1C=CC=CC=1)(C1C=CC=CC=1)C1C=CC=CC=1>[Br:1][C:2]1[CH:10]=[C:9]2[C:5]([CH2:6][C:7]3([CH2:27][CH2:26][CH:25]([O:28][CH3:29])[CH2:24][CH2:23]3)[C:8]2([NH:16][S:17]([C:19]([CH3:21])([CH3:22])[CH3:20])=[O:18])[C:11]([O:13][CH2:14][CH3:15])=[O:31])=[CH:4][CH:3]=1 |f:1.2.3,^1:44,63|. Procedure: A mixture of compound 5 (100 mg, 0.3 mmol), compound 5A (89 mg, 0.6 mmol), Cs2CO3 (2 M, 0.45 mL) and Pd(PPh3)2Cl2 (10 mg) in 1,4-dioxane (5 mL) under a nitrogen atmosphere was stirred in microwave at 120° C. for 15 min. The reaction mixture was concentrated in vacuo to give the residue, which was purified pre-TLC to give compound 6 (40 mg, yield 30%) as a white solid. 1H NMR (CDCl3 400 MHz): δ 8.05 (m, 1H), 7.87 (m, 3H), 7.72 (m, 3H), 7.60 (m, 1H), 3.69-3.75 (m, 2H), 3.17 (m, 2H), 3.01 (m, 2H), ... The reactants are CC1=C(NC2=C1C(N(CCC2)CCN2CCOCC2)=O)C=O (3-methyl-5-(2-morpholin-4-yl-ethyl)-4-oxo-1,4,5,6,7,8-hexahydro-pyrrolo[3,2-c]azepine-2-carbaldehyde), ClC1=C(C(=CC=C1)Cl)CS(=O)(=O)C=1C=C2CC(NC2=CC1)=O (5-(2,6-dichloro-phenylmethanesulfonyl)-1,3-dihydro-indol-2-one), N1CCCCC1 (piperidine). Solvent: C(C)O (ethanol). Yields the product ClC1=C(CS(=O)(=O)C=2C=C3/C(/C(NC3=CC2)=O)=C/C2=C(C=3C(N(CCCC3N2)CCN2CCOCC2)=O)C)C(=CC=C1)Cl ((Z)-2-((5-(2,6-dichlorobenzylsulfonyl)-2-oxoindolin-3-ylidene)methyl)-3-meth yl-5-(2-morpholinoethyl)-5,6,7,8-tetrahydropyrrolo[3,2-c]azepin-4(1H)-one), CC1=CNC2=C1C(N(CCC2)CCN2CCOCC2)=O (3-methyl-5-(2-morpholinoethyl)-5,6,7,8-tetrahydropyrrolo[3,2-c]azepin-4(1H)-one). Isolated yield 368.3%. Reaction SMILES: [CH3:1][C:2]1[C:6]2[C:7](=[O:20])[N:8]([CH2:12][CH2:13][N:14]3[CH2:19][CH2:18][O:17][CH2:16][CH2:15]3)[CH2:9][CH2:10][CH2:11][C:5]=2[NH:4][C:3]=1[CH:21]=O.[Cl:23][C:24]1[CH:29]=[CH:28][CH:27]=[C:26]([Cl:30])[C:25]=1[CH2:31][S:32]([C:35]1[CH:36]=[C:37]2[C:41](=[CH:42][CH:43]=1)[NH:40][C:39](=[O:44])[CH2:38]2)(=[O:34])=[O:33].N1CCCCC1>C(O)C>[Cl:23][C:24]1[CH:29]=[CH:28][CH:27]=[C:26]([Cl:30])[C:25]=1[CH2:31][S:32]([C:35]1[CH:36]=[C:37]2[C:41](=[CH:42][CH:43]=1)[NH:40][C:39](=[O:44])/[C:38]/2=[CH:21]\[C:3]1[NH:4][C:5]2[CH2:11][CH2:10][CH2:9][N:8]([CH2:12][CH2:13][N:14]3[CH2:19][CH2:18][O:17][CH2:16][CH2:15]3)[C:7](=[O:20])[C:6]=2[C:2]=1[CH3:1])(=[O:33])=[O:34].[CH3:1][C:2]1[C:6]2[C:7](=[O:20])[N:8]([CH2:12][CH2:13][N:14]3[CH2:15][CH2:16][O:17][CH2:18][CH2:19]3)[CH2:9][CH2:10][CH2:11][C:5]=2[NH:4][CH:3]=1. Procedure: 3-Methyl-5-(2-morpholin-4-yl-ethyl)-4-oxo-1,4,5,6,7,8-hexahydro-pyrrolo[3,2-c]azepine-2-carbaldehyde 10c (100 mg, 0.325 mmol) and 5-(2,6-dichloro-phenylmethanesulfonyl)-1,3-dihydro-indol-2-one 64c (104 mg, 0.293 mmol) were dissolved in 3 ml of ethanol, and added with 52 μl of piperidine to the solution at room temperature. Upon completion of the addition, the reaction mixture was heated to reflux for 2 hours. After thin lay chromatography showed the disappearance of starting materials, the react... Starting materials: NCCCN(CCC(CN)(F)F)S(=O)(=O)C1=CC=C(C=C1)C (1,8-diamino-4-p-toluenesulfonyl-7,7-difluoro-4-aza-octane). Run in Br (HBr). Product: FC(CCNCCCN)(CN)F (7,7-difluoro-1,8-diamino-4-aza-octane). RXN SMILES: [NH2:1][CH2:2][CH2:3][CH2:4][N:5](S(C1C=CC(C)=CC=1)(=O)=O)[CH2:6][CH2:7][C:8]([F:12])([F:11])[CH2:9][NH2:10]>Br>[F:11][C:8]([F:12])([CH2:9][NH2:10])[CH2:7][CH2:6][NH:5][CH2:4][CH2:3][CH2:2][NH2:1]. Procedure details: The 1,8-diamino-4-p-toluenesulfonyl-7,7-difluoro-4-aza-octane so obtained is refluxed with 100 mL of 48% aqueous HBr for 20 hours. After cooling to room temperature, the solution is carefully extracted with ether (5×300 mL). After evaporation of the solvent, traces of free HBr are removed by stripping twice with water; on stripping with ethanol, the desired 7,7-difluoro-1,8-diamino-aza-octane crystallizes as the trihydrobromide. Digestion with acetone yields white crystals which are washed with ... Reactants: N#Cc1cccc(Br)c1S(=O)(=O)Cl, CC(C)N, C1CCOC1, O. The product is CC(C)N1C(=N)c2cccc(Br)c2S1(=O)=O. Reaction SMILES: [Br:5][c:6]1[c:7]([S:14](=[O:15])(=[O:16])[Cl:17])[c:8]([C:12]#[N:13])[cH:9][cH:10][cH:11]1.[CH3:1][CH:2]([CH3:3])[NH2:4].[O:19]1[CH2:20][CH2:21][CH2:22][CH2:23]1.[OH2:18]>>[CH3:1][CH:2]([CH3:3])[N:4]1[C:12](=[NH:13])[c:8]2[c:7]([c:6]([Br:5])[cH:11][cH:10][cH:9]2)[S:14]1(=[O:15])=[O:16].